This data is from the Open Reaction Database (ORD), a public repository of structured organic reaction records. The task is: describe an organic reaction: reactants, conditions, products, and yield Starting materials: CCCC1CCC(C2CCC(OCCCO)CC2)CC1, CCN(CC)S(F)(F)F, ClCCl, O. Yields the product CCCC1CCC(C2CCC(OCCCF)CC2)CC1. As a reaction SMILES: [CH2:1]([CH2:2][CH3:3])[CH:4]1[CH2:5][CH2:6][CH:7]([CH:10]2[CH2:11][CH2:12][CH:13]([O:16][CH2:17][CH2:18][CH2:19][OH:20])[CH2:14][CH2:15]2)[CH2:8][CH2:9]1.[CH2:21]([N:22]([S:23]([F:24])([F:25])[F:27])[CH2:26][CH3:28])[CH3:29].[Cl:30][CH2:31][Cl:32].[OH2:33]>>[CH2:1]([CH2:2][CH3:3])[CH:4]1[CH2:5][CH2:6][CH:7]([CH:10]2[CH2:11][CH2:12][CH:13]([O:16][CH2:17][CH2:18][CH2:19][F:27])[CH2:14][CH2:15]2)[CH2:8][CH2:9]1. The reactants are O=C(O)Cc1c([N+](=O)[O-])cc(NC(=O)OCc2ccccc2)c2ccccc12, C1CCOC1, [Cl-], [NH4+]. Product: O=C(Nc1cc([N+](=O)[O-])c(CCO)c2ccccc12)OCc1ccccc1. RXN SMILES: [CH2:1]([c:2]1[cH:3][cH:4][cH:5][cH:6][cH:7]1)[O:8][C:9](=[O:10])[NH:11][c:12]1[cH:13][c:14]([N+:26](=[O:27])[O-:28])[c:15]([CH2:22][C:23](=[O:24])[OH:25])[c:16]2[cH:17][cH:18][cH:19][cH:20][c:21]12.[CH2:31]1[O:32][CH2:33][CH2:34][CH2:35]1.[Cl-:29].[NH4+:30]>>[CH2:1]([c:2]1[cH:3][cH:4][cH:5][cH:6][cH:7]1)[O:8][C:9](=[O:10])[NH:11][c:12]1[cH:13][c:14]([N+:26](=[O:27])[O-:28])[c:15]([CH2:22][CH2:23][OH:24])[c:16]2[cH:17][cH:18][cH:19][cH:20][c:21]12. Starting materials: OC1=C2C(CCN3C2=C(C=C1)CCCC3)=O (11-hydroxy-2,3,5,6,7,8-hexahydro-1H-azepino[3,2,1-ij]quinolone), COC1=C2C=CC(=CC2=CC=C1)N (5-methoxy-2-aminonaphthalene). Product: OC1=CC=CC2=C3C(CCN4C3=C(C=C21)CCC4)=O (9-hydroxy-1,2,3,5,6,7-hexahydrobenzo[f]pyrido[3,2,1-ij]quinolone). As a reaction SMILES: O[C:2]1[CH:11]=[CH:10][C:9]2[CH2:12][CH2:13][CH2:14]C[N:7]3[C:8]=2[C:3]=1[C:4](=[O:16])[CH2:5][CH2:6]3.C[O:18][C:19]1C=CC=C2[C:20]=1[CH:21]=[CH:22]C(N)=C2>>[OH:18][C:19]1[C:11]2[C:2](=[C:3]3[C:8]4=[C:9]([CH2:12][CH2:13][CH2:14][N:7]4[CH2:6][CH2:5][C:4]3=[O:16])[CH:10]=2)[CH:22]=[CH:21][CH:20]=1. Reported procedure: The title compound was synthesized in a similar manner as 11-hydroxy-2,3,5,6,7,8-hexahydro-1H-azepino[3,2,1-ij]quinolone starting from 5-methoxy-2-aminonaphthalene: 1H NMR (DMSO-d6) δ 9.55 (s, 1H), 7.55 (s, 1H); 7.08-7.00 (m, 2H), 6.48 (dd, 1H), 3.14 (q, 4H), 2.86 (q, 2H), 2.02-1.86 (m, 4H); MS expected 240 (C16H18NO, M+1), found 240. Starting materials: COC(=O)COc1cc(C(O)(C(C)c2ccc(Cl)cc2Cl)C(F)(F)F)ccn1, CO, Cl, [Na+], [OH-]. Product: CC(c1ccc(Cl)cc1Cl)C(O)(c1ccnc(OCC(=O)O)c1)C(F)(F)F. As a reaction SMILES: [CH3:1][O:2][C:3]([CH2:4][O:5][c:6]1[n:7][cH:8][cH:9][c:10]([C:12]([CH:13]([CH3:14])[c:15]2[c:16]([Cl:22])[cH:17][c:18]([Cl:21])[cH:19][cH:20]2)([C:23]([F:24])([F:25])[F:26])[OH:27])[cH:11]1)=[O:28].[CH3:32][OH:33].[ClH:31].[Na+:30].[OH-:29]>>[O:2]=[C:3]([CH2:4][O:5][c:6]1[n:7][cH:8][cH:9][c:10]([C:12]([CH:13]([CH3:14])[c:15]2[c:16]([Cl:22])[cH:17][c:18]([Cl:21])[cH:19][cH:20]2)([C:23]([F:24])([F:25])[F:26])[OH:27])[cH:11]1)[OH:28]. Reactants: CN(C=CC(=O)C1=C(N=C2OC=CN21)C2=C(C=CC=C2)Cl)C (3-(dimethylamino)-1-[6-(2-chlorophenyl)imidazo[2,1-b][1,3]oxazol-5-yl]prop-2-en-1-one), Cl.N12C[C@@H](C(CC1)CC2)NC(=N)N ((R)—N-1-azabicyclo[2.2.2]oct-3-ylguanidine hydrochloride), [O-]CC.[Na+] (sodium ethoxide). Run in C(C)O (ethanol), C(C)O (ethanol). Product: ClC1=C(C=CC=C1)C=1N=C2OC=CN2C1C1=NC(=NC=C1)N[C@H]1CN2CCC1CC2 ((R)—N-{4-[6-(2-chlorophenyl)imidazo[2,1-b][1,3]oxazol-5-yl]pyrimidin-2-yl}quinuclidine-3-amine). Yield: 78.2%. RXN SMILES: CN(C)[CH:3]=[CH:4][C:5]([C:7]1[N:14]2[C:10]([O:11][CH:12]=[CH:13]2)=[N:9][C:8]=1[C:15]1[CH:20]=[CH:19][CH:18]=[CH:17][C:16]=1[Cl:21])=O.Cl.[N:24]12[CH2:31][CH2:30][CH:27]([CH2:28][CH2:29]1)[C@@H:26]([NH:32][C:33]([NH2:35])=[NH:34])[CH2:25]2.[O-]CC.[Na+]>C(O)C>[Cl:21][C:16]1[CH:17]=[CH:18][CH:19]=[CH:20][C:15]=1[C:8]1[N:9]=[C:10]2[N:14]([C:7]=1[C:5]1[CH:4]=[CH:3][N:35]=[C:33]([NH:32][C@@H:26]3[CH:27]4[CH2:28][CH2:29][N:24]([CH2:31][CH2:30]4)[CH2:25]3)[N:34]=1)[CH:13]=[CH:12][O:11]2 |f:1.2,3.4|. Procedure details: A mixture of 3-(dimethylamino)-1-[6-(2-chlorophenyl)imidazo[2,1-b][1,3]oxazol-5-yl]prop-2-en-1-one (316 mg, 1.0 mmol) and (R)—N-1-azabicyclo[2.2.2]oct-3-ylguanidine hydrochloride (427 mg, 2.0 mmol) is diluted with 5 ml of absolute ethanol and treated with 1.8 eq. of a 21% w/w solution of sodium ethoxide in ethanol (0.6 ml) to form a reaction mixture. The reaction mixture is heated to reflux for 24 hours. Volatiles are removed in vacuo and the residue is taken up in 12 ml of a 5:1 mixture of ethy... Starting materials: ClCCCl, CS(C)=O, [Cl-], NC(=O)C(O)C(Cc1ccccc1)NC(=O)c1cccnc1-n1cnc(-c2ccccc2)c1, [Na+], [Na+], O=C([O-])O, O=C(O)C(Cl)Cl. The product is NC(=O)C(=O)C(Cc1ccccc1)NC(=O)c1cccnc1-n1cnc(-c2ccccc2)c1. RXN SMILES: [CH2:51]([Cl:52])[CH2:53][Cl:54].[CH3:47][S:48](=[O:49])[CH3:50].[Cl-:40].[NH2:7][C:8]([CH:9]([CH:10]([CH2:11][c:12]1[cH:13][cH:14][cH:15][cH:16][cH:17]1)[NH:18][C:19](=[O:20])[c:21]1[c:22](-[n:27]2[cH:28][n:29][c:30](-[c:32]3[cH:33][cH:34][cH:35][cH:36][cH:37]3)[cH:31]2)[n:23][cH:24][cH:25][cH:26]1)[OH:38])=[O:39].[Na+:41].[Na+:46].[O-:42][C:43]([OH:44])=[O:45].[OH:1][C:2]([CH:3]([Cl:4])[Cl:5])=[O:6]>>[NH2:7][C:8]([C:9]([CH:10]([CH2:11][c:12]1[cH:13][cH:14][cH:15][cH:16][cH:17]1)[NH:18][C:19](=[O:20])[c:21]1[c:22](-[n:27]2[cH:28][n:29][c:30](-[c:32]3[cH:33][cH:34][cH:35][cH:36][cH:37]3)[cH:31]2)[n:23][cH:24][cH:25][cH:26]1)=[O:38])=[O:39].